This data is from the Open Reaction Database (ORD), a public repository of structured organic reaction records. The task is: describe an organic reaction: reactants, conditions, products, and yield Starting materials: C1CCOC1, CN(C)S(=O)(=O)Cl, CC(C)OC(C)C, Fc1cccc(F)c1-c1nc2cn[nH]c2c2ccc(I)cc12, [H-], [Na+], CN(C)C=O, O. The product is CN(C)S(=O)(=O)n1ncc2nc(-c3c(F)cccc3F)c3cc(I)ccc3c21. Reaction SMILES: [CH2:33]1[O:34][CH2:35][CH2:36][CH2:37]1.[CH3:25][N:26]([S:27](=[O:28])(=[O:29])[Cl:30])[CH3:31].[CH:43]([O:44][CH:45]([CH3:46])[CH3:47])([CH3:48])[CH3:49].[F:1][c:2]1[c:3](-[c:9]2[n:10][c:11]3[c:12]([c:13]4[cH:14][cH:15][c:16]([I:19])[cH:17][c:18]24)[nH:20][n:21][cH:22]3)[c:4]([F:8])[cH:5][cH:6][cH:7]1.[H-:23].[Na+:24].[O:38]=[CH:39][N:40]([CH3:41])[CH3:42].[OH2:32]>>[F:1][c:2]1[c:3](-[c:9]2[n:10][c:11]3[c:12]([c:13]4[cH:14][cH:15][c:16]([I:19])[cH:17][c:18]24)[n:20]([S:27]([N:26]([CH3:25])[CH3:31])(=[O:28])=[O:29])[n:21][cH:22]3)[c:4]([F:8])[cH:5][cH:6][cH:7]1.